This data is from the Open Reaction Database (ORD), a public repository of structured organic reaction records. The task is: describe an organic reaction: reactants, conditions, products, and yield The reactants are CNCC(=O)O, CCSC1=NC(=O)C(=Cc2ccc3c(cnn3Cc3ccc(C(F)(F)F)cc3C(F)(F)F)c2)S1. Product: CN(CC(=O)O)C1=NC(=O)C(=Cc2ccc3c(cnn3Cc3ccc(C(F)(F)F)cc3C(F)(F)F)c2)S1. RXN SMILES: [CH3:35][NH:36][CH2:37][C:38](=[O:39])[OH:40].[F:1][C:2]([c:3]1[c:4]([CH2:5][n:6]2[n:7][cH:8][c:9]3[cH:10][c:11]([CH:15]=[C:16]4[C:17](=[O:24])[N:18]=[C:19]([S:21][CH2:22][CH3:23])[S:20]4)[cH:12][cH:13][c:14]23)[cH:25][cH:26][c:27]([C:29]([F:30])([F:31])[F:32])[cH:28]1)([F:33])[F:34]>>[F:1][C:2]([c:3]1[c:4]([CH2:5][n:6]2[n:7][cH:8][c:9]3[cH:10][c:11]([CH:15]=[C:16]4[C:17](=[O:24])[N:18]=[C:19]([N:36]([CH3:35])[CH2:37][C:38](=[O:39])[OH:40])[S:20]4)[cH:12][cH:13][c:14]23)[cH:25][cH:26][c:27]([C:29]([F:30])([F:31])[F:32])[cH:28]1)([F:33])[F:34]. Reactants: C(C)(C)(C)OC(N[C@@H](C(C)C)C(N[C@@H](CC(C)C)B1O[C@]2([C@@H]3C([C@H](C[C@H]2O1)C3)(C)C)C)=O)=O ({(S)-2-Methyl-1-[(R)-3-methyl-1-((1S,2S,6R,8S)-2,9,9-trimethyl-3,5-dioxa-4-bora-tricyclo[6.1.1.02,6]dec-4-yl)-butylcarbamoyl]-propyl}-carbamic acid tert-butyl ester), C(=O)(OC(C)(C)C)N[C@@H](C)C(=O)O (Boc-L-alanine). Product: C(C)(C)(C)OC(N[C@@H](C)C(N[C@@H](CC(C)C)B1O[C@]2([C@@H]3C([C@H](C[C@H]2O1)C3)(C)C)C)=O)=O ({(S)-1-[(R)-3-Methyl-1-((1S,2S,6R,8S)-2,9,9-trimethyl-3,5-dioxa-4-bora-tricyclo[6.1.1.02,6]dec-4-yl)-butylcarbamoyl]-ethyl}-carbamic acid tert-butyl ester). Reaction SMILES: [C:1]([O:5][C:6](=[O:33])[NH:7][C@H:8]([C:12](=[O:32])[NH:13][C@H:14]([B:19]1[O:27][C@H:26]2[C@:21]([CH3:31])([C@H:22]3[CH2:28][C@@H:24]([CH2:25]2)[C:23]3([CH3:30])[CH3:29])[O:20]1)[CH2:15][CH:16]([CH3:18])[CH3:17])[CH:9](C)C)([CH3:4])([CH3:3])[CH3:2].C(N[C@H](C(O)=O)C)(OC(C)(C)C)=O>>[C:1]([O:5][C:6](=[O:33])[NH:7][C@H:8]([C:12](=[O:32])[NH:13][C@H:14]([B:19]1[O:27][C@H:26]2[C@:21]([CH3:31])([C@H:22]3[CH2:28][C@@H:24]([CH2:25]2)[C:23]3([CH3:30])[CH3:29])[O:20]1)[CH2:15][CH:16]([CH3:18])[CH3:17])[CH3:9])([CH3:3])([CH3:4])[CH3:2]. Procedure details: The title compound is prepared as described for {(S)-2-Methyl-1-[(R)-3-methyl-1-((1S,2S,6R,8S)-2,9,9-trimethyl-3,5-dioxa-4-bora-tricyclo[6.1.1.02,6]dec-4-yl)-butylcarbamoyl]-propyl}-carbamic acid tert-butyl ester (step 1.1, example 1) but using Boc-L-alanine (Fluka). Reactants: CO, Cl, CC(=O)c1ccc2nnc(C(F)(F)c3ccc4ncccc4c3)n2n1, NNC(N)=O. Product: CC(=NNC(N)=O)c1ccc2nnc(C(F)(F)c3ccc4ncccc4c3)n2n1. RXN SMILES: [CH3:32][OH:33].[ClH:26].[F:1][C:2]([c:3]1[n:4][n:5][c:6]2[n:7]1[n:8][c:9]([C:12]([CH3:13])=[O:14])[cH:10][cH:11]2)([c:15]1[cH:16][c:17]2[cH:18][cH:19][cH:20][n:21][c:22]2[cH:23][cH:24]1)[F:25].[NH:27]([NH2:28])[C:29](=[O:30])[NH2:31]>>[F:1][C:2]([c:3]1[n:4][n:5][c:6]2[n:7]1[n:8][c:9]([C:12]([CH3:13])=[N:28][NH:27][C:29](=[O:30])[NH2:31])[cH:10][cH:11]2)([c:15]1[cH:16][c:17]2[cH:18][cH:19][cH:20][n:21][c:22]2[cH:23][cH:24]1)[F:25]. Product: CC=1N=C2N(C=CC=C2CSC2=NC3=C(N2)C=CC=C3)C1 (2-[[(2-methylimidazo[1,2-a]pyridin-8-yl)methyl]thio]-1H-benzimidazole). The solvent is C(C)O (ethanol). The reactants are O.N1C(=NC2=C1C=CC=C2)SCC=2C(=NC=CC2)N.N2C(=NC1=C2C=CC=C1)SCC=1C(=NC=CC1)N (3-[(1H-benzimidazol-2-ylthio)methyl]-2-pyridinamine hemihydrate), BrCC(C)=O (bromoacetone), C([O-])(O)=O.[Na+] (sodium bicarbonate). Reported procedure: A mixture of 3.8 g (15 mmole) of 3-[(1H-benzimidazol-2-ylthio)methyl]-2-pyridinamine hemihydrate (see Example 1), 2.4 g (18 mmole) of bromoacetone, and 2.1 g (25 mmole) of sodium bicarbonate in 50 ml of ethanol was stirred at room temperature. After 18 hours the mixture was concentrated in vacuo to a residue that was partitioned between dilute hydrochloric acid and dichloromethane. The aqueous layer was made alkaline with potassium carbonate and extracted with dichloromethane. The organic layer ... RXN SMILES: O.[NH:2]1[C:6]2[CH:7]=[CH:8][CH:9]=[CH:10][C:5]=2[N:4]=[C:3]1[S:11][CH2:12][C:13]1[C:14]([NH2:19])=[N:15][CH:16]=[CH:17][CH:18]=1.N1[C:24]2C=CC=[CH:28][C:23]=2N=C1SCC1C(N)=NC=CC=1.BrCC(=O)C.C(=O)(O)[O-].[Na+]>C(O)C>[CH3:28][C:23]1[N:19]=[C:14]2[C:13]([CH2:12][S:11][C:3]3[NH:4][C:5]4[CH:10]=[CH:9][CH:8]=[CH:7][C:6]=4[N:2]=3)=[CH:18][CH:17]=[CH:16][N:15]2[CH:24]=1 |f:0.1.2,4.5|. Yield: 36.2%.